From a dataset of the Open Reaction Database (ORD), a public repository of structured organic reaction records. describe an organic reaction: reactants, conditions, products, and yield The reactants are ClC(Cl)Cl, Nc1c(NCCCO)c(=O)c1=O, O, O=S(Cl)Cl, c1ccncc1. Product: Nc1c(NCCCCl)c(=O)c1=O. Reaction SMILES: [CH:24]([Cl:25])([Cl:26])[Cl:27].[NH2:1][c:2]1[c:3]([NH:8][CH2:9][CH2:10][CH2:11][OH:12])[c:4](=[O:7])[c:5]1=[O:6].[OH2:23].[S:19]([Cl:20])([Cl:21])=[O:22].[cH:13]1[cH:14][cH:15][n:16][cH:17][cH:18]1>>[NH2:1][c:2]1[c:3]([NH:8][CH2:9][CH2:10][CH2:11][Cl:21])[c:4](=[O:7])[c:5]1=[O:6]. Starting materials: ice water, C(Cl)(Cl)Cl (chloroform), CN(C1=CC=CC=C1)C (N,N-dimethylaniline), C(C)O (ethanol), P(=O)(Cl)(Cl)Cl (phosphorus oxychloride), COC=1C=C(C=CC1OC)NC(=O)NC(=O)OC1=CC=CC=C1 (1-(3,4-dimethoxyphenyl)-3-phenoxycarbonylurea), C(Cl)(Cl)Cl (chloroform). Conditions: time 5 minute. Yields the product ClC1=NC2=CC(=C(C=C2C(=N1)Cl)OC)OC (2,4-dichloro-6,7-dimethoxyquinazoline). The yield is 58.0%. As a reaction SMILES: CN(C)C1C=CC=CC=1.P(Cl)(Cl)([Cl:12])=O.[CH3:15][O:16][C:17]1[CH:18]=[C:19]([NH:25][C:26]([NH:28]C(OC2C=CC=CC=2)=O)=O)[CH:20]=[CH:21][C:22]=1[O:23][CH3:24].C(O)C.[CH:41]([Cl:44])(Cl)Cl>>[Cl:12][C:26]1[N:28]=[C:41]([Cl:44])[C:20]2[C:19](=[CH:18][C:17]([O:16][CH3:15])=[C:22]([O:23][CH3:24])[CH:21]=2)[N:25]=1. Reported procedure: One ml. of N,N-dimethylaniline is added to 10 ml. of phosphorus oxychloride at 20°-25°. After a period of 5 min. 1-(3,4-dimethoxyphenyl)-3-phenoxycarbonylurea (0.785 g., 2.4 mmole) is added and the solution heated to reflux for a period of 4 hours. After the reflux period, excess phosphorus oxychloride is removed under reduced pressure providing a dark oily residue which is dissolved in chloroform. The chloroform solution is added cautiously to an ice/water mixture and after 10 min. the organic ... The product is CCOC(=O)c1oc2cc(OC3CCN(C(C)C)CC3)ccc2c1C(C)C. Reaction SMILES: [CH2:1]([CH3:2])[O:3][C:4](=[O:5])[c:6]1[o:7][c:8]2[c:9]([c:10]1[CH:11]([CH3:12])[CH3:13])[cH:14][cH:15][c:16]([OH:18])[cH:17]2.[CH2:62]1[O:63][CH2:64][CH2:65][CH2:66]1.[CH:19]([CH3:20])([CH3:21])[N:22]1[CH2:23][CH2:24][CH:25]([OH:28])[CH2:26][CH2:27]1.[O:48]=[C:49]([O:50][CH:51]([CH3:52])[CH3:53])[N:54]=[N:55][C:56]([O:57][CH:58]([CH3:59])[CH3:60])=[O:61].[c:29]1([P:30]([c:31]2[cH:32][cH:33][cH:34][cH:35][cH:36]2)[c:37]2[cH:38][cH:39][cH:40][cH:41][cH:42]2)[cH:43][cH:44][cH:45][cH:46][cH:47]1>>[CH2:1]([CH3:2])[O:3][C:4](=[O:5])[c:6]1[o:7][c:8]2[c:9]([c:10]1[CH:11]([CH3:12])[CH3:13])[cH:14][cH:15][c:16]([O:18][CH:25]1[CH2:24][CH2:23][N:22]([CH:19]([CH3:20])[CH3:21])[CH2:27][CH2:26]1)[cH:17]2. The reactants are CCOC(=O)c1oc2cc(O)ccc2c1C(C)C, C1CCOC1, CC(C)N1CCC(O)CC1, CC(C)OC(=O)N=NC(=O)OC(C)C, c1ccc(P(c2ccccc2)c2ccccc2)cc1. Starting materials: C(C1=CC=CC=C1)=NCC1CCNCC1 (N-benzylidene-1-(4-piperidyl)methylamine), ClC1=NC=CC=C1C(=O)O (2-chloropyridine-3-carboxylic acid), CN1CCOCC1 (1-methylmorpholine), ClC(=O)OCC (ethyl chloroformate). The solvent is ClCCl (dichloromethane), ClCCl (dichloromethane). Conditions: time 2 hour. Yields the product NCC1CCN(CC1)C(=O)C=1C(=NC=CC1)Cl (4-(aminomethyl)-1-(2-chloro-3-pyridylcarbonyl)-piperidine). Isolated yield 76.7%. Reaction SMILES: [Cl:1][C:2]1[C:7]([C:8]([OH:10])=O)=[CH:6][CH:5]=[CH:4][N:3]=1.CN1CCOCC1.ClC(OCC)=O.C(=[N:31][CH2:32][CH:33]1[CH2:38][CH2:37][NH:36][CH2:35][CH2:34]1)C1C=CC=CC=1>ClCCl>[NH2:31][CH2:32][CH:33]1[CH2:38][CH2:37][N:36]([C:8]([C:7]2[C:2]([Cl:1])=[N:3][CH:4]=[CH:5][CH:6]=2)=[O:10])[CH2:35][CH2:34]1. Procedure: A solution of 2-chloropyridine-3-carboxylic acid (4.09 g) and 1-methylmorpholine (2.7 ml) in dichloromethane (100 ml) was stirred at -5° C. under nitrogen and ethyl chloroformate (2.4 ml) was added dropwise. After 10 minutes a solution of N-benzylidene-1-(4-piperidyl)methylamine (5.0 g) in dichloromethane (25 ml) was added and stirring continued at -5° C. for 2 hours then at ambient temperature for 18 hours. The solvent was removed in vacuo and the residue stirred with potassium hydrogen sulphat... Reactants: ClC=1C=2C(N=C(C1)C1=CC=CC=C1)=NN(C2)C (4-chloro-2-methyl-6-phenyl-2H-pyrazolo [3,4-b]pyridine), CNCCC (methylpropylamine), C1=CC=CC=C1 (benzene). Solvent: CCOCC (ether). Yields the product CN1N=C2N=C(C=C(C2=C1)NC(CC)C)C1=CC=CC=C1 (2-Methyl-N-(1-methylpropyl)-6-phenyl-2H-pyrazolo[3,4-b]-pyridin-4-amine). RXN SMILES: Cl[C:2]1[C:3]2[C:4](=[N:14][N:15]([CH3:17])[CH:16]=2)[N:5]=[C:6]([C:8]2[CH:13]=[CH:12][CH:11]=[CH:10][CH:9]=2)[CH:7]=1.C[NH:19][CH2:20][CH2:21][CH3:22].[CH:23]1C=CC=CC=1>CCOCC>[CH3:17][N:15]1[CH:16]=[C:3]2[C:4]([N:5]=[C:6]([C:8]3[CH:13]=[CH:12][CH:11]=[CH:10][CH:9]=3)[CH:7]=[C:2]2[NH:19][CH:20]([CH3:23])[CH2:21][CH3:22])=[N:14]1. Procedure: 14.6 g. of 4-chloro-2-methyl-6-phenyl-2H-pyrazolo [3,4-b]pyridine (0.06 mol.) and a solution of 100 ml. of methylpropylamine in 150 ml. of benzene are heated at 220° in an autoclave for 20 hours. After cooling, the mixture is evaporated in vacuo, and to the residue 100 ml. of water and 100 ml. of chloroform are added. After agitation, the chloroform extract is separated and dried with Na2SO4. Evaporation yields an oily product which, after treatment with ether, becomes solid. 14.3 g. of 2-methyl... The reactants are NC=1C=C2C=CC=C(C2=CC1)O (6-aminonaphth-1-ol), C=1(C(=CC=CC1)S(=O)(=O)Cl)C (toluene sulfonyl chloride). Product: NC=1C=C2C=CC=C(C2=CC1)OS(=O)(=O)C1=C(C=CC=C1)C (6-amino-1-(methylphenylsulfonyloxy)naphthalene). As a reaction SMILES: [NH2:1][C:2]1[CH:3]=[C:4]2[C:9](=[CH:10][CH:11]=1)[C:8]([OH:12])=[CH:7][CH:6]=[CH:5]2.[C:13]1([CH3:23])[C:14]([S:19](Cl)(=[O:21])=[O:20])=[CH:15][CH:16]=[CH:17][CH:18]=1>>[NH2:1][C:2]1[CH:3]=[C:4]2[C:9](=[CH:10][CH:11]=1)[C:8]([O:12][S:19]([C:14]1[CH:15]=[CH:16][CH:17]=[CH:18][C:13]=1[CH3:23])(=[O:21])=[O:20])=[CH:7][CH:6]=[CH:5]2. Reported procedure: Additional substituents can be added to the naphthol ring by reacting a 6-aminonaphth-1-ol (SM11) with toluene sulfonyl chloride in the manner disclosed above to yield the 6-amino-1-(methylphenylsulfonyloxy)naphthalene (NN). The 6-amino-1-(methylphenylsulfonyloxy)naphthalene (NN) was then reacted with t-butyl nitrite in a solvent, for example at 0° C. followed by a copper (II) halide, for example, copper (II) chloride, to yield the appropriate 6-halo-1-(methylphenylsulfonyloxy)naphthalene (PP). ...